This data is from the Open Reaction Database (ORD), a public repository of structured organic reaction records. The task is: describe an organic reaction: reactants, conditions, products, and yield The reactants are C(=O)(Cl)Cl (phosgene), OC(COC=1C=NC(=CC1)C)CNC(C)C (3-(2'-hydroxy-3'-isopropylamino-propoxy)-6-methyl-pyridine). Run in O1CCOCC1 (dioxane), 2,6-lutidine,whilst, C1(=CC=CC=C1)C (toluene). Reaction conditions: time 8 hour. Yields the product C(C)(C)N1C(OC(C1)COC=1C=NC(=CC1)C)=O (3-isopropyl-5-[(6-methylpyridin-3-yloxy)methyl]-oxazolidin-2-one). RXN SMILES: [C:1](Cl)(Cl)=[O:2].[OH:5][CH:6]([CH2:16][NH:17][CH:18]([CH3:20])[CH3:19])[CH2:7][O:8][C:9]1[CH:10]=[N:11][C:12]([CH3:15])=[CH:13][CH:14]=1>C1(C)C=CC=CC=1.O1CCOCC1>[CH:18]([N:17]1[CH2:16][CH:6]([CH2:7][O:8][C:9]2[CH:10]=[N:11][C:12]([CH3:15])=[CH:13][CH:14]=2)[O:5][C:1]1=[O:2])([CH3:20])[CH3:19]. Reported procedure: A solution of 10 g of phosgene in 40 ml of toluene is added dropwise at 5°-10° C. to 15.6 g of 3-(2'-hydroxy-3'-isopropylamino-propoxy)-6-methyl-pyridine, dissolved in 75 ml of dioxane, in the presence of 8 ml of 2,6-lutidine,whilst stirring. The reaction mixture is stirred overnight at room temperature and is then evaporated in vacuo. The evaporation residue is rendered alkaline with a little concentrated sodium hydroxide solution and is extracted with 200 ml of ethyl acetate. The organic phase... The reactants are CO, COc1ccc(Cc2cc(C3(O)OC(CSC(C)=O)C(O)C(O)C3O)ccc2Cl)cc1, Cl, [K+], [OH-]. Product: COc1ccc(Cc2cc(C3(O)OC(CS)C(O)C(O)C3O)ccc2Cl)cc1. Reaction SMILES: [CH3:35][OH:36].[Cl:3][c:4]1[c:5]([CH2:25][c:26]2[cH:27][cH:28][c:29]([O:32][CH3:33])[cH:30][cH:31]2)[cH:6][c:7]([C:10]2([OH:11])[CH:12]([OH:13])[CH:14]([OH:15])[CH:16]([OH:17])[CH:18]([CH2:20][S:21][C:22](=[O:23])[CH3:24])[O:19]2)[cH:8][cH:9]1.[ClH:34].[K+:2].[OH-:1]>>[Cl:3][c:4]1[c:5]([CH2:25][c:26]2[cH:27][cH:28][c:29]([O:32][CH3:33])[cH:30][cH:31]2)[cH:6][c:7]([C:10]2([OH:11])[CH:12]([OH:13])[CH:14]([OH:15])[CH:16]([OH:17])[CH:18]([CH2:20][SH:21])[O:19]2)[cH:8][cH:9]1. Reactants: C(CCCCCCCCCC)C1=NOC(=N1)CCC1=CC=C(CN)C=C1 (4-[2-(3-undecyl-1,2,4-oxadiazol-5-yl)ethyl]benzylamine), FC(C1=CC=C(C=O)C=C1)(F)F (4-(trifluoromethyl)benzaldehyde). Product: FC(C1=CC=C(CNCC2=CC=C(C=C2)CCC2=NC(=NO2)CCCCCCCCCCC)C=C1)(F)F (N-[4-(trifluoromethyl)benzyl]-N-{4-[2-(3-undecyl-1,2,4-oxadiazol-5-yl)ethyl]benzyl}amine). The yield is 68.0%. RXN SMILES: [CH2:1]([C:12]1[N:16]=[C:15]([CH2:17][CH2:18][C:19]2[CH:26]=[CH:25][C:22]([CH2:23][NH2:24])=[CH:21][CH:20]=2)[O:14][N:13]=1)[CH2:2][CH2:3][CH2:4][CH2:5][CH2:6][CH2:7][CH2:8][CH2:9][CH2:10][CH3:11].[F:27][C:28]([F:38])([F:37])[C:29]1[CH:36]=[CH:35][C:32]([CH:33]=O)=[CH:31][CH:30]=1>>[F:27][C:28]([F:37])([F:38])[C:29]1[CH:36]=[CH:35][C:32]([CH2:33][NH:24][CH2:23][C:22]2[CH:25]=[CH:26][C:19]([CH2:18][CH2:17][C:15]3[O:14][N:13]=[C:12]([CH2:1][CH2:2][CH2:3][CH2:4][CH2:5][CH2:6][CH2:7][CH2:8][CH2:9][CH2:10][CH3:11])[N:16]=3)=[CH:20][CH:21]=2)=[CH:31][CH:30]=1. Procedure details: The same procedure as employed in the preparation of Example 226 (step a) but using 4-[2-(3-undecyl-1,2,4-oxadiazol-5-yl)ethyl]benzylamine and 4-(trifluoromethyl)benzaldehyde gave the title compound as a pale yellow oil (68%). 1H NMR (CDCl3, 300 MHz) δ 7.60 (d, 2H, J=8.1 Hz), 7.53 (d, 2H, J=8.1 Hz), 7.33 (d, 2H, J=7.9 Hz), 7.19 (d, 2H, J=7.9 Hz), 3.86 (s, 2H), 3.79 (s, 2H), 3.13 (m, 4H), 2.70 (t, 2H, J=7.7 Hz), 1.72 (m, 2H), 1.29 (m, 16H), 0.88 (t, 3H, J=6.8 Hz). M−(LC/MS(ESI)): 516. HPLC (Condi... Reactants: CC(O)C1CN(Cc2ccccc2)CC1c1ccc(Cl)cc1, C1CCOC1, Oc1ccc(Cl)cn1, c1ccc(P(c2ccccc2)c2ccccc2)cc1. Product: CC(Oc1ccc(Cl)cn1)C1CN(Cc2ccccc2)CC1c1ccc(Cl)cc1. As a reaction SMILES: [CH2:28]([c:29]1[cH:30][cH:31][cH:32][cH:33][cH:34]1)[N:35]1[CH2:36][CH:37]([CH:47]([CH3:48])[OH:49])[CH:38]([c:40]2[cH:41][cH:42][c:43]([Cl:46])[cH:44][cH:45]2)[CH2:39]1.[CH2:50]1[O:51][CH2:52][CH2:53][CH2:54]1.[Cl:20][c:21]1[cH:22][cH:23][c:24]([OH:27])[n:25][cH:26]1.[c:1]1([P:2]([c:3]2[cH:4][cH:5][cH:6][cH:7][cH:8]2)[c:9]2[cH:10][cH:11][cH:12][cH:13][cH:14]2)[cH:15][cH:16][cH:17][cH:18][cH:19]1>>[Cl:20][c:21]1[cH:22][cH:23][c:24]([O:27][CH:47]([CH:37]2[CH2:36][N:35]([CH2:28][c:29]3[cH:30][cH:31][cH:32][cH:33][cH:34]3)[CH2:39][CH:38]2[c:40]2[cH:41][cH:42][c:43]([Cl:46])[cH:44][cH:45]2)[CH3:48])[n:25][cH:26]1. The product is Cc1cc(C)nc(N(C(=O)Cl)c2ccccc2)n1. RXN SMILES: [CH3:21][c:22]1[cH:23][cH:24][cH:25][cH:26][cH:27]1.[Cl:17][C:18]([Cl:19])=[O:20].[ClH:1].[NH:2]([c:3]1[cH:4][cH:5][cH:6][cH:7][cH:8]1)[c:9]1[n:10][c:11]([CH3:16])[cH:12][c:13]([CH3:15])[n:14]1>>[N:2]([c:3]1[cH:4][cH:5][cH:6][cH:7][cH:8]1)([c:9]1[n:10][c:11]([CH3:16])[cH:12][c:13]([CH3:15])[n:14]1)[C:18]([Cl:17])=[O:20]. The reactants are Cc1ccccc1, O=C(Cl)Cl, Cl, Cc1cc(C)nc(Nc2ccccc2)n1.